This data is from the Open Reaction Database (ORD), a public repository of structured organic reaction records. The task is: describe an organic reaction: reactants, conditions, products, and yield Starting materials: C1(=CC=CC=C1)CCC(=O)OC (methyl 3-phenylpropionate), ClCC(=O)Cl (chloroacetyl chloride), [Cl-].[Al+3].[Cl-].[Cl-] (aluminum chloride). The solvent is ClCCl (dichloromethane). Conditions: temperature 0 celsius, time 8 hour. The product is ClCC(=O)C1=CC=C(C=C1)CCC(=O)OC (methyl 3-(4-chloroacetylphenyl)propionate). Yield: 72.9%. RXN SMILES: [C:1]1([CH2:7][CH2:8][C:9]([O:11][CH3:12])=[O:10])[CH:6]=[CH:5][CH:4]=[CH:3][CH:2]=1.[Cl:13][CH2:14][C:15](Cl)=[O:16].[Cl-].[Al+3].[Cl-].[Cl-]>ClCCl>[Cl:13][CH2:14][C:15]([C:4]1[CH:5]=[CH:6][C:1]([CH2:7][CH2:8][C:9]([O:11][CH3:12])=[O:10])=[CH:2][CH:3]=1)=[O:16] |f:2.3.4.5|. Procedure details: A mixture of 50 g of methyl 3-phenylpropionate, 51.6 g of chloroacetyl chloride and 250 ml of dichloromethane was cooled to 0° C. The mixture was stirred at 0° to 10° C. and 122 g of aluminum chloride was added gradually into the mixture. The reaction mixture was then stirred at a room temperature for 2 hours. The reaction mixture was allowed to stand overnight, then the reaction mixture was poured into a mixture of ice-concentrated hydrochloric acid and was extracted with chloroform. The chloro...